Dataset: the Open Reaction Database (ORD), a public repository of structured organic reaction records. Task: describe an organic reaction: reactants, conditions, products, and yield Reported procedure: 2.68 g (14.1 mmol) of ethyl 4,4-dimethoxy-3-oxobutyrate, 5.14 ml (40.0 mmol) of cinnamyl alcohol and 244 mg (2.0 mmol) of 4-dimethylaminopyridine were heated under reflux in 40 ml of toluene for two nights. A phosphate buffer solution was added to the reaction liquid. After the extraction with ethyl acetate, the organic layer was washed with a saturated aqueous salt solution and then dried over anhydrous sodium sulfate. The solvent was distilled under reduced pressure, and the residue was purifi... The solvent is C1(=CC=CC=C1)C (toluene). Product: COC(C(CC(=O)OCC=CC1=CC=CC=C1)=O)OC ((3-phenyl-2-propene-1-yl) 4,4-dimethoxy-3-oxobutyrate). Reagents/catalysts: CN(C1=CC=NC=C1)C (4-dimethylaminopyridine). As a reaction SMILES: [CH3:1][O:2][CH:3]([O:12][CH3:13])[C:4](=[O:11])[CH2:5][C:6]([O:8][CH2:9][CH3:10])=[O:7].C(O)C=[CH:16][C:17]1[CH:22]=[CH:21][CH:20]=[CH:19][CH:18]=1.P([O-])([O-])([O-])=O>CN(C)C1C=CN=CC=1.C1(C)C=CC=CC=1>[CH3:1][O:2][CH:3]([O:12][CH3:13])[C:4](=[O:11])[CH2:5][C:6]([O:8][CH2:9][CH:10]=[CH:16][C:17]1[CH:22]=[CH:21][CH:20]=[CH:19][CH:18]=1)=[O:7]. Starting materials: COC(C(CC(=O)OCC)=O)OC (ethyl 4,4-dimethoxy-3-oxobutyrate), C(C=CC1=CC=CC=C1)O (cinnamyl alcohol), P(=O)([O-])([O-])[O-] (phosphate). Product: N#Cc1c(Cl)nc(N)nc1-c1ccco1. Reactants: ClCCl, N#Cc1c(-c2ccco2)nc(N)[nH]c1=O, O=P(Cl)(Cl)Cl. RXN SMILES: [Cl:21][CH2:22][Cl:23].[NH2:1][c:2]1[nH:3][c:4](=[O:15])[c:5]([C:13]#[N:14])[c:6](-[c:8]2[o:9][cH:10][cH:11][cH:12]2)[n:7]1.[P:16]([Cl:17])([Cl:18])([Cl:19])=[O:20]>>[NH2:1][c:2]1[n:3][c:4]([Cl:18])[c:5]([C:13]#[N:14])[c:6](-[c:8]2[o:9][cH:10][cH:11][cH:12]2)[n:7]1. Reactants: CCO, CC(C)c1ccc(C=O)cc1, [Na+], [OH-], O, CC(=O)C=Cc1ccccc1. The product is CC(C)c1ccc(C=CC(=O)C=Cc2ccccc2)cc1. Reaction SMILES: [CH3:26][CH2:27][OH:28].[CH:12]([CH3:13])([CH3:14])[c:15]1[cH:16][cH:17][c:18]([CH:19]=[O:20])[cH:21][cH:22]1.[Na+:24].[OH-:23].[OH2:25].[c:1]1([CH:7]=[CH:8][C:9]([CH3:10])=[O:11])[cH:2][cH:3][cH:4][cH:5][cH:6]1>>[c:1]1([CH:7]=[CH:8][C:9]([CH:10]=[CH:19][c:18]2[cH:17][cH:16][c:15]([CH:12]([CH3:13])[CH3:14])[cH:22][cH:21]2)=[O:11])[cH:2][cH:3][cH:4][cH:5][cH:6]1. The reactants are [OH-].[Na+] (sodium hydroxide), CN1C2=C(C=C1CC(=O)OCC)OCC1=C(C2=O)C=CC=C1 (Ethyl 5,10-dihydro-1-methyl-10-oxo-1H-[2]benzoxepino[4,3-b]pyrrole-2-acetate), Cl (HCl). Run in O (water), C(C)O (ethanol). Yields the product CN1C2=C(C=C1CC(=O)O)OCC1=C(C2=O)C=CC=C1 (5,10-dihydro-1-methyl-10-oxo-1H-[2]benzoxepino[4,3-b]pyrrole-2-acetic acid). The yield is 57.0%. As a reaction SMILES: [CH3:1][N:2]1[C:6]([CH2:7][C:8]([O:10]CC)=[O:9])=[CH:5][C:4]2[O:13][CH2:14][C:15]3[CH:22]=[CH:21][CH:20]=[CH:19][C:16]=3[C:17](=[O:18])[C:3]1=2.[OH-].[Na+].Cl>C(O)C.O>[CH3:1][N:2]1[C:6]([CH2:7][C:8]([OH:10])=[O:9])=[CH:5][C:4]2[O:13][CH2:14][C:15]3[CH:22]=[CH:21][CH:20]=[CH:19][C:16]=3[C:17](=[O:18])[C:3]1=2 |f:1.2|. Procedure details: Ethyl 5,10-dihydro-1-methyl-10-oxo-1H-[2]benzoxepino[4,3-b]pyrrole-2-acetate (196 mg, 0.66 mmol) is dissolved in ethanol and 2.5 N aqueous sodium hydroxide (2 ml, 5 mmol) is added dropwise at reflux under nitrogen. The reaction is heated for an additional ten minutes, then the solution is cooled and diluted with water (5 ml). The resulting mixture is acidified with 2.5 N aqueous HCl (3 ml). The product separates as an oil, then solidifies on scratching. The solid is filtered, washed with water a... The reactants are COC(C1=CN=C(C=C1)NC(CSC1N(C(C(=C1C)C)=O)CC1=CC=C(C=C1)OC)=O)=O (6-{2-[1-(4-Methoxybenzyl)-3,4-dimethyl-5-oxo-2,5-dihydro-1H-pyrrol-2-ylsulfanyl]-acetylamino}-nicotinic acid methyl ester), ClC=1C=CC(=NC1)N (5-chloropyridin-2-ylamine). The product is ClC=1C=CC(=NC1)NC(CSC1N(C(C(=C1C)C)=O)CC1=CC=C(C=C1)OC)=O (N-(5-Chloro-pyridin-2-yl)-2-[1-(4-methoxy-benzyl)-3,4-dimethyl-5-oxo-2,5-dihydro-1H-pyrrol-2-ylsulfanyl]-acetamide). RXN SMILES: COC(=O)[C:4]1[CH:9]=[CH:8][C:7]([NH:10][C:11](=[O:31])[CH2:12][S:13][CH:14]2[C:18]([CH3:19])=[C:17]([CH3:20])[C:16](=[O:21])[N:15]2[CH2:22][C:23]2[CH:28]=[CH:27][C:26]([O:29][CH3:30])=[CH:25][CH:24]=2)=[N:6][CH:5]=1.[Cl:33]C1C=CC(N)=NC=1>>[Cl:33][C:4]1[CH:9]=[CH:8][C:7]([NH:10][C:11](=[O:31])[CH2:12][S:13][CH:14]2[C:18]([CH3:19])=[C:17]([CH3:20])[C:16](=[O:21])[N:15]2[CH2:22][C:23]2[CH:28]=[CH:27][C:26]([O:29][CH3:30])=[CH:25][CH:24]=2)=[N:6][CH:5]=1. Procedure: The product from Example 1, Part C and 5-chloropyridin-2-ylamine were reacted as described in Example 5. After evaporation of the reaction solvent the residue was partitioned between water and EtOAc, and the organic phase was washed with EtOAc. The combined organics were washed with brine, dried (Na2SO4), filtered, and evaporated. The title compound was obtained by silica gel chromatography. 1H NMR (300 MHz, CDCl3) δ 8.47 (br s, 1H), 8.22 (d, J=2 Hz, 1H), 8.12 (d, J=9 Hz, 1H), 7.66 (dd, J=9 Hz, ... The reactants are NC1=C(C=C(C(=N1)OC)C(=O)NCC1CCN(CC1)C(=O)OC(C)(C)C)Cl (1,1-dimethylethyl 4-[({[6-amino-5-chloro-2-(methyloxy)-3-pyridinyl]carbonyl}amino)methyl]-1-piperidinecarboxylate). Solvent: Cl (hydrochloric acid). Yields the product NC1=C(C=C(C(=N1)OC)C(=O)NCC1CCNCC1)Cl (6-Amino-5-chloro-2-(methyloxy)-N-(4-piperidinylmethyl)-3-pyridinecarboxamide). The yield is 85.1%. As a reaction SMILES: [NH2:1][C:2]1[N:7]=[C:6]([O:8][CH3:9])[C:5]([C:10]([NH:12][CH2:13][CH:14]2[CH2:19][CH2:18][N:17](C(OC(C)(C)C)=O)[CH2:16][CH2:15]2)=[O:11])=[CH:4][C:3]=1[Cl:27]>Cl>[NH2:1][C:2]1[N:7]=[C:6]([O:8][CH3:9])[C:5]([C:10]([NH:12][CH2:13][CH:14]2[CH2:19][CH2:18][NH:17][CH2:16][CH2:15]2)=[O:11])=[CH:4][C:3]=1[Cl:27]. Reported procedure: A solution of 1,1-dimethylethyl 4-[({[6-amino-5-chloro-2-(methyloxy)-3-pyridinyl]carbonyl}amino)methyl]-1-piperidinecarboxylate (step 1 in example 1, 6.20 g, 15.5 mmol) in 10% methanolic hydrochloric acid (130 ml) was stirred at room temperature for 7 h. The mixture was concentrated to ca. 30 ml. The residue was basified with 2 N aqueous sodium hydroxide (pH=10) and the aqueous layer was extracted with dichloromethane (80 ml×3). The combined organic layer was dried over magnesium sulfate and con...